From a dataset of the Open Reaction Database (ORD), a public repository of structured organic reaction records. describe an organic reaction: reactants, conditions, products, and yield Reactants: COc1ccccc1-c1cn(S(=O)(=O)c2ccc(C)cc2)c2ncc(-c3ccc(NC(=O)NCCN(C)C(=O)OC(C)(C)C)c(C(=O)N(C)C)c3)cc12, CO, [K+], C1CCOC1, [OH-]. The product is COc1ccccc1-c1c[nH]c2ncc(-c3ccc(NC(=O)NCCN(C)C(=O)OC(C)(C)C)c(C(=O)N(C)C)c3)cc12. As a reaction SMILES: [C:1]([CH3:2])([CH3:3])([CH3:4])[O:5][C:6]([N:7]([CH3:8])[CH2:9][CH2:10][NH:11][C:12](=[O:13])[NH:14][c:15]1[c:16]([C:48]([N:49]([CH3:50])[CH3:51])=[O:52])[cH:17][c:18](-[c:21]2[cH:22][c:23]3[c:24]([n:25][cH:26]2)[n:27]([S:38]([c:39]2[cH:40][cH:41][c:42]([CH3:43])[cH:44][cH:45]2)(=[O:46])=[O:47])[cH:28][c:29]3-[c:30]2[c:31]([O:36][CH3:37])[cH:32][cH:33][cH:34][cH:35]2)[cH:19][cH:20]1)=[O:53].[CH3:61][OH:62].[K+:55].[O:56]1[CH2:57][CH2:58][CH2:59][CH2:60]1.[OH-:54]>>[C:1]([CH3:2])([CH3:3])([CH3:4])[O:5][C:6]([N:7]([CH3:8])[CH2:9][CH2:10][NH:11][C:12](=[O:13])[NH:14][c:15]1[c:16]([C:48]([N:49]([CH3:50])[CH3:51])=[O:52])[cH:17][c:18](-[c:21]2[cH:22][c:23]3[c:24]([n:25][cH:26]2)[nH:27][cH:28][c:29]3-[c:30]2[c:31]([O:36][CH3:37])[cH:32][cH:33][cH:34][cH:35]2)[cH:19][cH:20]1)=[O:53]. The reactants are NC=1C=CC(=C(C1)NC(=O)C1=CSC2=C1N=CN=C2NC2CC2)C (N-(5-amino-2-methylphenyl)-4-(cyclopropylamino)thieno[3,2-d]pyrimidine-7-carboxamide), CC=1N=CN(C1)C1=C(C=C(C(=O)O)C=C1)C(F)(F)F (4-(4-methyl-1H-imidazole-1-yl)-3-(trifluoromethyl)benzoic acid). Product: C1(CC1)NC=1C2=C(N=CN1)C(=CS2)C(=O)NC2=C(C=CC(=C2)NC(C2=CC(=C(C=C2)N2C=NC(=C2)C)C(F)(F)F)=O)C (4-(Cyclopropylamino)-N-(2-methyl-5-(4-(4-methyl-1H-imidazole-1-yl)-3-(trifluoromethyl)benzoamido)phenyl)thieno[3,2-d]pyrimidine-7-carboxamide). Reaction SMILES: [NH2:1][C:2]1[CH:3]=[CH:4][C:5]([CH3:24])=[C:6]([NH:8][C:9]([C:11]2[C:15]3[N:16]=[CH:17][N:18]=[C:19]([NH:20][CH:21]4[CH2:23][CH2:22]4)[C:14]=3[S:13][CH:12]=2)=[O:10])[CH:7]=1.[CH3:25][C:26]1[N:27]=[CH:28][N:29]([C:31]2[CH:39]=[CH:38][C:34]([C:35](O)=[O:36])=[CH:33][C:32]=2[C:40]([F:43])([F:42])[F:41])[CH:30]=1>>[CH:21]1([NH:20][C:19]2[C:14]3[S:13][CH:12]=[C:11]([C:9]([NH:8][C:6]4[CH:7]=[C:2]([NH:1][C:35](=[O:36])[C:34]5[CH:38]=[CH:39][C:31]([N:29]6[CH:30]=[C:26]([CH3:25])[N:27]=[CH:28]6)=[C:32]([C:40]([F:41])([F:43])[F:42])[CH:33]=5)[CH:3]=[CH:4][C:5]=4[CH3:24])=[O:10])[C:15]=3[N:16]=[CH:17][N:18]=2)[CH2:22][CH2:23]1. Procedure details: The procedure of Step 5 of Example 1 was repeated except for using N-(5-amino-2-methylphenyl)-4-(cyclopropylamino)thieno[3,2-d]pyrimidine-7-carboxamide and 4-(4-methyl-1H-imidazole-1-yl)-3-(trifluoromethyl)benzoic acid to obtain the title compound. Starting materials: COc1ccc(Nc2ccc(OCc3ccccc3)cc2)c(C(C)=O)c1, CI, [H-], [Na+]. Product: COc1ccc(N(C)c2ccc(OCc3ccccc3)cc2)c(C(C)=O)c1. Reaction SMILES: [CH2:1]([c:2]1[cH:3][cH:4][cH:5][cH:6][cH:7]1)[O:8][c:9]1[cH:10][cH:11][c:12]([NH:15][c:16]2[c:17]([C:24]([CH3:25])=[O:26])[cH:18][c:19]([O:22][CH3:23])[cH:20][cH:21]2)[cH:13][cH:14]1.[CH3:27][I:28].[H-:29].[Na+:30]>>[CH2:1]([c:2]1[cH:3][cH:4][cH:5][cH:6][cH:7]1)[O:8][c:9]1[cH:10][cH:11][c:12]([N:15]([c:16]2[c:17]([C:24]([CH3:25])=[O:26])[cH:18][c:19]([O:22][CH3:23])[cH:20][cH:21]2)[CH3:27])[cH:13][cH:14]1. The reactants are Br (HBr), C1[C@@H]2[C@H]([C@H]([C@@H](O2)N3C4=C(C(=NC=N4)N)N=C3Br)O)OP(=O)(O1)O (8-Br-cAMP), solutions, C=1N=C(C2=C(N1)N(C=N2)[C@H]3[C@@H]([C@H]4[C@H](O3)COP(=O)(O4)O)O)N (cAMP), C(C)(=O)O.C(C)(=O)[O-] (acetic acid acetate), C=1N=C(C2=C(N1)N(C=N2)[C@H]3[C@@H]([C@H]4[C@H](O3)COP(=O)(O4)O)O)N (cAMP). The product is C=1N=C(C2=C(N1)N(C=N2)[C@H]3[C@@H]([C@H]4[C@H](O3)COP(=O)(O4)O)O)N (cAMP), BrBr (bromine). Reaction SMILES: [CH2:1]1[O:22][P:20]([OH:23])(=[O:21])[O:19][C@H:3]2[C@@H:4]([OH:18])[C@H:5]([N:7]3[C:16]([Br:17])=[N:15][C:9]4[C:10]([NH2:14])=[N:11][CH:12]=[N:13][C:8]3=4)[O:6][C@H:2]12.C1N=C(N)C2N=CN([C@@H]3O[C@@H]4COP(O)(O[C@H]4[C@H]3O)=O)C=2N=1.C(O)(=O)C.C([O-])(=O)C.[BrH:54]>>[CH:12]1[N:11]=[C:10]([NH2:14])[C:9]2[N:15]=[CH:16][N:7]([C@@H:5]3[O:6][C@@H:2]4[CH2:1][O:22][P:20]([OH:23])([O:19][C@H:3]4[C@H:4]3[OH:18])=[O:21])[C:8]=2[N:13]=1.[Br:54][Br:17] |f:2.3|. Reported procedure: A key reagent in the preparation of many of the compounds according to the invention is 8-Br-cAMP. Up until now, reports in the literature only refer to small scale preparations (e.g. <100 mg) of this material using dilute (0.1M) solutions of cAMP in an acetic acid/acetate medium. Attempts to use similar dilute conditions in larger scale work resulted in problems due to the large volumes of solvent required. We have now found that the procedure may be scaled up using concentrated solutions of cA... Reactants: CC(C)(C)OC(=O)Nc1cc(N2CCC2)c(C(F)(F)F)cc1N, CC(C)(C)OC(=O)CC(=O)c1cccc(-n2nncc2COC2CCCCO2)c1. Yields the product CC(C)(C)OC(=O)Nc1cc(N2CCC2)c(C(F)(F)F)cc1NC(=O)CC(=O)c1cccc(-n2nncc2COC2CCCCO2)c1. Reaction SMILES: [C:1]([CH3:2])([CH3:3])([CH3:4])[O:5][C:6]([NH:7][c:8]1[c:9]([NH2:22])[cH:10][c:11]([C:18]([F:19])([F:20])[F:21])[c:12]([N:14]2[CH2:15][CH2:16][CH2:17]2)[cH:13]1)=[O:23].[C:24]([CH3:26])([CH3:27])([O:28][C:29](=[O:25])[CH2:30][C:31]([c:32]1[cH:33][c:34](-[n:38]2[n:39][n:40][cH:41][c:42]2[CH2:43][O:44][CH:45]2[O:46][CH2:47][CH2:48][CH2:49][CH2:50]2)[cH:35][cH:36][cH:37]1)=[O:51])[CH3:52]>>[C:1]([CH3:2])([CH3:3])([CH3:4])[O:5][C:6]([NH:7][c:8]1[c:9]([NH:22][C:29](=[O:28])[CH2:30][C:31]([c:32]2[cH:33][c:34](-[n:38]3[n:39][n:40][cH:41][c:42]3[CH2:43][O:44][CH:45]3[O:46][CH2:47][CH2:48][CH2:49][CH2:50]3)[cH:35][cH:36][cH:37]2)=[O:51])[cH:10][c:11]([C:18]([F:19])([F:20])[F:21])[c:12]([N:14]2[CH2:15][CH2:16][CH2:17]2)[cH:13]1)=[O:23].